From a dataset of the Open Reaction Database (ORD), a public repository of structured organic reaction records. describe an organic reaction: reactants, conditions, products, and yield Reactants: [Br-].CC1=CC=C(CC[P+](C2=CC=CC=C2)(C2=CC=CC=C2)C2=CC=CC=C2)C=C1 (p-methylphenethyltriphenylphosphonium bromide), [Li]CCCC (n-BuLi), C(C)(C)(C)C1=CC=C(C=C1)CC(C=O)C (3-(4-tert-butylphenyl)-2-methylpropanal). Product: C(C)(C)(C)C1=CC=C(C=C1)CC(C=CCC1=CC=C(C=C1)C)C (1-tert-Butyl-4-(2-methyl-5-p-tolylpent-3-enyl)benzene). The yield is 41.5%. RXN SMILES: [Br-].[CH3:2][C:3]1[CH:29]=[CH:28][C:6]([CH2:7][CH2:8][P+](C2C=CC=CC=2)(C2C=CC=CC=2)C2C=CC=CC=2)=[CH:5][CH:4]=1.[Li]CCCC.[C:35]([C:39]1[CH:44]=[CH:43][C:42]([CH2:45][CH:46]([CH3:49])[CH:47]=O)=[CH:41][CH:40]=1)([CH3:38])([CH3:37])[CH3:36]>>[C:35]([C:39]1[CH:40]=[CH:41][C:42]([CH2:45][CH:46]([CH3:49])[CH:47]=[CH:8][CH2:7][C:6]2[CH:5]=[CH:4][C:3]([CH3:2])=[CH:29][CH:28]=2)=[CH:43][CH:44]=1)([CH3:38])([CH3:37])[CH3:36] |f:0.1|. Procedure: Starting from p-methylphenethyltriphenylphosphonium bromide (5.04 g, 9.91 mmol, 1.0 equiv.), n-BuLi (1.6 M in hexanes, 6.2 mL, 9.91 mmol, 1.0 equiv.) and 3-(4-tert-butylphenyl)-2-methylpropanal (3.04 g, 14.9 mmol, 1.5 equiv.), 1.26 g (42%) of the title compound as a light yellow oil was obtained after purification by flash chromatography on SiO2 (cyclohexane/EtOAc 997:3).